Dataset: the Open Reaction Database (ORD), a public repository of structured organic reaction records. Task: describe an organic reaction: reactants, conditions, products, and yield Reaction SMILES: [Al+3:25].[CH2:37]1[O:38][CH2:39][CH2:40][CH2:41]1.[Cl:1][c:2]1[cH:3][c:4]([CH2:5][n:6]2[c:7]([NH:11][C:12]([c:13]3[cH:14][cH:15][cH:16][cH:17][cH:18]3)=[O:19])[n:8][cH:9][cH:10]2)[cH:20][c:21]([Cl:23])[cH:22]1.[Cl:42][CH2:43][Cl:44].[H-:24].[H-:27].[H-:28].[H-:29].[Li+:26].[Na+:30].[Na+:31].[O-:32][S:33]([O-:34])(=[O:35])=[O:36].[OH2:45]>>[Cl:1][c:2]1[cH:3][c:4]([CH2:5][n:6]2[c:7]([NH:11][CH2:12][c:13]3[cH:14][cH:15][cH:16][cH:17][cH:18]3)[n:8][cH:9][cH:10]2)[cH:20][c:21]([Cl:23])[cH:22]1. The reactants are [Al+3], C1CCOC1, O=C(Nc1nccn1Cc1cc(Cl)cc(Cl)c1)c1ccccc1, ClCCl, [H-], [H-], [H-], [H-], [Li+], [Na+], [Na+], O=S(=O)([O-])[O-], O. Product: Clc1cc(Cl)cc(Cn2ccnc2NCc2ccccc2)c1. The reactants are NC1=C(C(=O)O)C=CC=C1F (2-amino-3-fluorobenzoic acid), N1C=NC=C1 (imidazole), Cl.NC1C(NC(CC1)=O)=O (3-amino-piperidine-2,6-dione hydrogen chloride), N1C=NC=C1 (imidazole), P(OC1=CC=CC=C1)(OC1=CC=CC=C1)OC1=CC=CC=C1 (triphenyl phosphite), C(C)(=O)Cl (acetyl chloride). Run in C(C)#N (acetonitrile), CS(=O)C (DMSO), O (water), O (water). Run at time 8 hour. The product is FC=1C=CC=C2C(N(C(=NC12)C)C1C(NC(CC1)=O)=O)=O (3-(8-fluoro-2-methyl-4-oxo-4H-quinazolin-3-yl)-piperidine-2,6-dione). Yield: 56.6%. As a reaction SMILES: [NH2:1][C:2]1[C:10]([F:11])=[CH:9][CH:8]=[CH:7][C:3]=1[C:4]([OH:6])=O.N1[CH:16]=[CH:15]N=C1.C(Cl)(=O)C.Cl.[NH2:22][CH:23]1[CH2:28][CH2:27][C:26](=[O:29])[NH:25][C:24]1=[O:30].P(OC1C=CC=CC=1)(OC1C=CC=CC=1)OC1C=CC=CC=1>C(#N)C.CS(C)=O.O>[F:11][C:10]1[CH:9]=[CH:8][CH:7]=[C:3]2[C:2]=1[N:1]=[C:15]([CH3:16])[N:22]([CH:23]1[CH2:28][CH2:27][C:26](=[O:29])[NH:25][C:24]1=[O:30])[C:4]2=[O:6] |f:3.4|. Reported procedure: To a stirred mixture of 2-amino-3-fluorobenzoic acid (3.0 g, 19 mmol) and imidazole (1.6 g, 23 mmol) in acetonitrile (30 mL), was added acetyl chloride (1.7 mL, 23 mmol) at room temperature. The mixture was stirred at room temperature overnight. To the mixture, was added 3-amino-piperidine-2,6-dione hydrogen chloride (3.2 g, 19 mmol), imidazole (2.9 g, 43 mmol) and triphenyl phosphite (6.1 mL, 23 mmol) and heated to reflux for 22 hours. To the mixture, was added water (60 mL). The suspension was...